From a dataset of the Open Reaction Database (ORD), a public repository of structured organic reaction records. describe an organic reaction: reactants, conditions, products, and yield Starting materials: [Br-], CCC[Mg+], COC(C)(C)C, CO, [Cl-], N#CC1=C(C#N)C(=O)C(Cl)=C(Cl)C1=O, CNC(=O)c1ccc(Cl)nc1, [NH4+], C1CCOC1. Yields the product CCCc1cc(Cl)ncc1C(=O)NC. RXN SMILES: [Br-:12].[CH2:13]([CH2:14][CH3:15])[Mg+:16].[CH3:38][O:39][C:40]([CH3:41])([CH3:42])[CH3:43].[CH3:44][OH:45].[Cl-:17].[Cl:19][C:20]1=[C:31]([Cl:32])[C:29](=[O:30])[C:26]([C:27]#[N:28])=[C:23]([C:24]#[N:25])[C:21]1=[O:22].[Cl:1][c:2]1[n:3][cH:4][c:5]([C:6](=[O:7])[NH:8][CH3:9])[cH:10][cH:11]1.[NH4+:18].[O:33]1[CH2:34][CH2:35][CH2:36][CH2:37]1>>[Cl:1][c:2]1[n:3][cH:4][c:5]([C:6](=[O:7])[NH:8][CH3:9])[c:10]([CH2:13][CH2:14][CH3:15])[cH:11]1. Starting materials: COC(CC1=CC2=CC=C(C=C2C(=C1C)C1CCNCC1)F)=O ((6-fluoro-3-methyl-4-piperidin-4-yl-naphthalen-2-yl)-acetic acid methyl ester), ClC1=C(C=CC(=C1)Cl)S(=O)(=O)Cl (2,4-dichlorobenzenesulfonyl chloride), C(C)(C)N(C(C)C)CC (N,N-diisopropylethylamine). Run in O (water), [Cl-].[Na+].O (brine), C1CCOC1 (THF). Reaction conditions: time 15 hour. The product is COC(CC1=CC2=CC=C(C=C2C(=C1C)C1CCN(CC1)S(=O)(=O)C1=C(C=C(C=C1)Cl)Cl)F)=O ({4-[1-(2,4-dichloro-benzenesulfonyl)-piperidin-4-yl]-6-fluoro-3-methyl-naphthalen-2-yl}-acetic acid methyl ester). The yield is 64.8%. RXN SMILES: [CH3:1][O:2][C:3](=[O:23])[CH2:4][C:5]1[C:14]([CH3:15])=[C:13]([CH:16]2[CH2:21][CH2:20][NH:19][CH2:18][CH2:17]2)[C:12]2[C:7](=[CH:8][CH:9]=[C:10]([F:22])[CH:11]=2)[CH:6]=1.[Cl:24][C:25]1[CH:30]=[C:29]([Cl:31])[CH:28]=[CH:27][C:26]=1[S:32](Cl)(=[O:34])=[O:33].C(N(CC)C(C)C)(C)C>C1COCC1.O.[Cl-].[Na+].O>[CH3:1][O:2][C:3](=[O:23])[CH2:4][C:5]1[C:14]([CH3:15])=[C:13]([CH:16]2[CH2:17][CH2:18][N:19]([S:32]([C:26]3[CH:27]=[CH:28][C:29]([Cl:31])=[CH:30][C:25]=3[Cl:24])(=[O:34])=[O:33])[CH2:20][CH2:21]2)[C:12]2[C:7](=[CH:8][CH:9]=[C:10]([F:22])[CH:11]=2)[CH:6]=1 |f:5.6.7|. Procedure: To a 0° C. solution of (6-fluoro-3-methyl-4-piperidin-4-yl-naphthalen-2-yl)-acetic acid methyl ester (which may be prepared as described above; 110 mg, 0.35 mmol) and 2,4-dichlorobenzenesulfonyl chloride (171 mg, 0.7 mmol) in THF (6.0 mL) was added N,N-diisopropylethylamine (183 μL, 1.05 mmol). The resulting light yellow solution was allowed to warm to room temperature during 2 hours and then it was stirred for 15 hours at room temperature under nitrogen. The reaction mixture was diluted with wa...